This data is from the Open Reaction Database (ORD), a public repository of structured organic reaction records. The task is: describe an organic reaction: reactants, conditions, products, and yield Starting materials: O=C(NC(Cc1ccccc1)C(O)CO)OCc1ccccc1, O=C(NC(Cc1ccccc1)C(O)CO)OCc1ccccc1. The product is O=C1NC(Cc2ccccc2)C(CO)O1. RXN SMILES: [CH2:1]([c:3]1[cH:4][cH:5][cH:6][cH:7][cH:10]1)[O:8][C:9](=[O:2])[NH:11][CH:12]([CH:13]([CH2:14][OH:15])[OH:16])[CH2:17][c:18]1[cH:19][cH:20][cH:21][cH:22][cH:23]1.[CH2:24]([O:25][C:26]([NH:27][CH:28]([CH2:29][c:30]1[cH:31][cH:32][cH:33][cH:34][cH:35]1)[CH:36]([OH:37])[CH2:38][OH:39])=[O:40])[c:41]1[cH:42][cH:43][cH:44][cH:45][cH:46]1>>[O:8]=[C:9]1[NH:11][CH:12]([CH2:17][c:18]2[cH:19][cH:20][cH:21][cH:22][cH:23]2)[CH:13]([CH2:14][OH:15])[O:16]1. Reactants: [OH-].[Li+] (lithium hydroxide), OC=1C(=NC(=NC1O)CC1(CCCC1)C1=CC=CC=C1)C(=O)OC (methyl 5,6-dihydroxy-2-((1-phenylcyclopentyl)methyl)pyrimidine-4-carboxylate). Solvent: O (water), O1CCCC1 (tetrahydrofuran). Run at time 72 hour. The product is OC1=C(N=C(NC1=O)CC1(CCCC1)C1=CC=CC=C1)C(=O)O (5-hydroxy-6-oxo-2-(1-phenyl-cyclopentylmethyl)-1,6-dihydro-pyrimidine-4-carboxylic acid). Isolated yield 35.7%. RXN SMILES: [OH-].[Li+].[OH:3][C:4]1[C:5]([C:23]([O:25]C)=[O:24])=[N:6][C:7]([CH2:11][C:12]2([C:17]3[CH:22]=[CH:21][CH:20]=[CH:19][CH:18]=3)[CH2:16][CH2:15][CH2:14][CH2:13]2)=[N:8][C:9]=1[OH:10]>O.O1CCCC1>[OH:3][C:4]1[C:9](=[O:10])[NH:8][C:7]([CH2:11][C:12]2([C:17]3[CH:22]=[CH:21][CH:20]=[CH:19][CH:18]=3)[CH2:13][CH2:14][CH2:15][CH2:16]2)=[N:6][C:5]=1[C:23]([OH:25])=[O:24] |f:0.1|. Procedure details: A solution of lithium hydroxide (7.66 mg, 320 μmol) in water (1.00 ml) was added to a stirred mixture of methyl 5,6-dihydroxy-2-((1-phenylcyclopentyl)methyl)pyrimidine-4-carboxylate (0.035 g, 107 μmol) in tetrahydrofuran (THF) (4 ml). The mixture was stirred at RT for 72 h and then quenched with amberlyst (H+) IE resin, filtered and evaporated to dryness. The residue was triturated with EtOAc and dried under vacuum to give the title product as a white solid (0.012 g; 32%). LCMS: m/z=315 (MH+). Starting materials: O1CCOC12CCC(CC2)C#N (1,4-dioxaspiro[4.5]decane-8-carbonitrile), BrCC1CC1 ((bromomethyl)cyclopropane), C[Si](C)(C)[N-][Si](C)(C)C.[K+] (KHMDS). Run in C1CCOC1 (THF). Reaction conditions: time 18 hour. Yields the product C1(CC1)CC1(CCC2(OCCO2)CC1)C#N (8-(Cyclopropylmethyl)-1,4-dioxaspiro[4.5]decane-8-carbonitrile). RXN SMILES: [O:1]1[C:5]2([CH2:10][CH2:9][CH:8]([C:11]#[N:12])[CH2:7][CH2:6]2)[O:4][CH2:3][CH2:2]1.Br[CH2:14][CH:15]1[CH2:17][CH2:16]1.C[Si]([N-][Si](C)(C)C)(C)C.[K+]>C1COCC1>[CH:15]1([CH2:14][C:8]2([C:11]#[N:12])[CH2:9][CH2:10][C:5]3([O:4][CH2:3][CH2:2][O:1]3)[CH2:6][CH2:7]2)[CH2:17][CH2:16]1 |f:2.3|. Reported procedure: To a stirred solution of 1,4-dioxaspiro[4.5]decane-8-carbonitrile (20 g; 119.6136 mmol) and (bromomethyl)cyclopropane (17.76 g 12.6 ml; 131.57 mmol) in THF (100 ml) at −10° C. was added KHMDS (0.5M solution in toluene; 263.15 ml ; 131.57 mmol) dropwise and the solution allowed to warm to ambient temperature with stirring for 18 hours. The reaction was cooled in an ice bath and quenched with sat. ammonium chloride solution and the solvent evaporated. The residue was partitioned between EtOAc (300... Procedure details: 582 mg (2.76 mmol) of 3,4-dimethylbenzenesulfonylisocyanate and 473 mg (2.76 mmol) of 2-amino-4-chlorobenzoic acid were treated in the same way as in Example 1 to obtain 190 mg of the above-identified compound (yield 18.9%). Properties: colorless crystal, Melting point: >250° C., PMR (δppm, DMSO-d6): 2.33 (6H,s), 7.12 (1H,s), 7.23 (1H,d), 7.43 (1H,d), 7.84-7.91 (3H,m), 11.64 (1H,br). The reactants are CC=1C=C(C=CC1C)S(=O)(=O)N=C=O (3,4-dimethylbenzenesulfonylisocyanate), NC1=C(C(=O)O)C=CC(=C1)Cl (2-amino-4-chlorobenzoic acid). As a reaction SMILES: [CH3:1][C:2]1[CH:3]=[C:4]([S:9]([N:12]=[C:13]=[O:14])(=[O:11])=[O:10])[CH:5]=[CH:6][C:7]=1[CH3:8].[NH2:15][C:16]1[CH:24]=[C:23]([Cl:25])[CH:22]=[CH:21][C:17]=1[C:18]([OH:20])=O>>[Cl:25][C:23]1[CH:24]=[C:16]2[C:17]([C:18](=[O:20])[N:12]([S:9]([C:4]3[CH:5]=[CH:6][C:7]([CH3:8])=[C:2]([CH3:1])[CH:3]=3)(=[O:11])=[O:10])[C:13](=[O:14])[NH:15]2)=[CH:21][CH:22]=1. The product is ClC1=CC=C2C(N(C(NC2=C1)=O)S(=O)(=O)C1=CC(=C(C=C1)C)C)=O (7-chloro-3-(3,4-dimethylbenzenesulfonyl)-2,4(1H,3H)-quinazolinedione). The yield is 18.9%. Reactants: C[Al](C)C (trimethylaluminium), C1(CC1)N(S(=O)(=O)C1=C(C=C(C=C1C)OC)C)CC1=NN=C(O1)C(=O)OCC (Ethyl 5-({cyclopropyl[(4-methoxy-2,6-dimethylphenyl)sulfonyl]amino}methyl)-1,3,4-oxadiazole-2-carboxylate), CN1CCC(CC1)CN1CCNCC1 (1-[(1-methylpiperidin-4-yl)methyl]piperazine). Solvent: ClCCCl (DCE). Product: N (NH3), C1(CC1)N(S(=O)(=O)C1=C(C=C(C=C1C)OC)C)CC=1OC(=NN1)C(=O)N1CCN(CC1)CC1CCN(CC1)C (N-Cyclopropyl-4-methoxy-2,6-dimethyl-N-{[5-({4-[(1-methylpiperidin-4-yl)methyl]piperazin-1-yl}carbonyl)-1,3,4-oxadiazol-2-yl]methyl}benzenesulfonamide). As a reaction SMILES: [CH:1]1([N:4]([CH2:18][C:19]2[O:23][C:22]([C:24]([O:26]CC)=O)=[N:21][N:20]=2)[S:5]([C:8]2[C:13]([CH3:14])=[CH:12][C:11]([O:15][CH3:16])=[CH:10][C:9]=2[CH3:17])(=[O:7])=[O:6])[CH2:3][CH2:2]1.[CH3:29][N:30]1[CH2:35][CH2:34][CH:33]([CH2:36][N:37]2[CH2:42][CH2:41][NH:40][CH2:39][CH2:38]2)[CH2:32][CH2:31]1.C[Al](C)C>ClCCCl>[NH3:4].[CH:1]1([N:4]([CH2:18][C:19]2[O:23][C:22]([C:24]([N:40]3[CH2:39][CH2:38][N:37]([CH2:36][CH:33]4[CH2:34][CH2:35][N:30]([CH3:29])[CH2:31][CH2:32]4)[CH2:42][CH2:41]3)=[O:26])=[N:21][N:20]=2)[S:5]([C:8]2[C:13]([CH3:14])=[CH:12][C:11]([O:15][CH3:16])=[CH:10][C:9]=2[CH3:17])(=[O:6])=[O:7])[CH2:2][CH2:3]1. Reported procedure: The title compound was prepared according to general procedure AT using Ethyl 5-({cyclopropyl[(4-methoxy-2,6-dimethylphenyl)sulfonyl]amino}methyl)-1,3,4-oxadiazole-2-carboxylate (30 mg, 0.07 mmol), 1-[(1-methylpiperidin-4-yl)methyl]piperazine (31 mg, 0.16 mmol) and trimethylaluminium (2 M in toluene, 0.07 mL) in DCE (5 mL). A portion of the crude product was purified using FCC, eluting with 95:4.5:0.5 DCM:MeOH:NH3, to afford the title compound. The reactants are [Si](C)(C)(C(C)(C)C)OCCOC1=CC=C(C=C1)C1CN(C(O1)=O)C (5-[4-(2-{[tert-butyl(dimethyl)silyl]oxy}ethoxy)phenyl]-3-methyl-1,3-oxazolidin-2-one), [OH-].[K+] (potassium hydroxide). Solvent: C(C)O (ethanol). Run at time 16 hour. Yields the product OCCOC1=CC=C(C=C1)C(CNC)O (1-[4-(2-hydroxyethoxy)phenyl]-2-(methylamino)ethanol). Isolated yield 70.9%. Reaction SMILES: [Si]([O:8][CH2:9][CH2:10][O:11][C:12]1[CH:17]=[CH:16][C:15]([CH:18]2[O:22][C:21](=O)[N:20](C)[CH2:19]2)=[CH:14][CH:13]=1)(C(C)(C)C)(C)C.[OH-].[K+]>C(O)C>[OH:8][CH2:9][CH2:10][O:11][C:12]1[CH:17]=[CH:16][C:15]([CH:18]([OH:22])[CH2:19][NH:20][CH3:21])=[CH:14][CH:13]=1 |f:1.2|. Reported procedure: 5-[4-(2-{[tert-butyl(dimethyl)silyl]oxy}ethoxy)phenyl]-3-methyl-1,3-oxazolidin-2-one (0.66 g, 1.87 mmol) and potassium hydroxide (4M aqueous solution, 1.4 mL, 5.61 mmol) dissolved in ethanol (8 mL) is refluxed for 2.5 h and then stirred at room temperature for 16 h. Reaction mixture is concentrated under reduced pressure, water (5 mL) is added and the mixture is extracted with chloroform:methanol (9:1) (5×10 mL). The combined organic layers are dried over magnesium sulfate and concentrated to pr... Reactants: COC=1C=C(CC2NCCC3=CC(=C(C=C23)OC(C)C)OC)C=CC1OC (1-(3,4-Dimethoxy-benzyl)-6-methoxy-7-isopropoxy-1,2,3,4-tetrahydroisoquinoline), BrCC(=O)Br (2-bromoacetyl bromide), CC1C(C2=CC=CC=C2CC1)N (2-methyl-1,2,3,4-tetrahydro-1-naphthylamine). Product: COC=1C=C(CC2N(CCC3=CC(=C(C=C23)OC(C)C)OC)CC(=O)NC2C(CCC3=CC=CC=C23)C)C=CC1OC (2-[1-(3,4-Dimethoxy-benzyl)-6-methoxy-7-isopropoxy-3,4-dihydro-1H-isoquinolin-2-yl]-N-(2-methyl-1,2,3,4-tetrahydronaphthalen-1-yl)-acetamide). RXN SMILES: [CH3:1][O:2][C:3]1[CH:4]=[C:5]([CH:23]=[CH:24][C:25]=1[O:26][CH3:27])[CH2:6][CH:7]1[C:16]2[C:11](=[CH:12][C:13]([O:21][CH3:22])=[C:14]([O:17][CH:18]([CH3:20])[CH3:19])[CH:15]=2)[CH2:10][CH2:9][NH:8]1.Br[CH2:29][C:30](Br)=[O:31].[CH3:33][CH:34]1[CH2:43][CH2:42][C:41]2[C:36](=[CH:37][CH:38]=[CH:39][CH:40]=2)[CH:35]1[NH2:44]>>[CH3:1][O:2][C:3]1[CH:4]=[C:5]([CH:23]=[CH:24][C:25]=1[O:26][CH3:27])[CH2:6][CH:7]1[C:16]2[C:11](=[CH:12][C:13]([O:21][CH3:22])=[C:14]([O:17][CH:18]([CH3:20])[CH3:19])[CH:15]=2)[CH2:10][CH2:9][N:8]1[CH2:29][C:30]([NH:44][CH:35]1[C:36]2[C:41](=[CH:40][CH:39]=[CH:38][CH:37]=2)[CH2:42][CH2:43][CH:34]1[CH3:33])=[O:31]. Procedure: prepared by reaction of 1-(3,4-Dimethoxy-benzyl)-6-methoxy-7-isopropoxy-1,2,3,4-tetrahydroisoquinoline and 2-bromoacetyl bromide with 2-methyl-1,2,3,4-tetrahydro-1-naphthylamine